This data is from the Open Reaction Database (ORD), a public repository of structured organic reaction records. The task is: describe an organic reaction: reactants, conditions, products, and yield Reported procedure: 80 Grams of the mixture of 5-allyl-6-allyloxy-3,4-dihydro-2(1H)-quinolinone and 7-allyl-6-allyloxy-3,4-dihydro-2(1H)-quinolinone obtained in Example 16 was dissolved in 300 ml of dimethylformamide, then 15 g of 60% oily sodium hydride was added little by little thereto at room temperature and stirred at 25° to 40° C. until generation of hydrogen gas was ceased. After the reaction mixture was cooled to room temperature, 35 g of prenyl chloride was added thereto and stirred at 50° C. for 2 hours, ... Isolated yield 28.3%. Solvent: O (water), CN(C=O)C (dimethylformamide). Run at time 2 hour. RXN SMILES: [CH2:1]([C:4]1[C:13](OCC=C)=CC=C2[C:5]=1CCC(=O)N2)[CH:2]=C.[CH2:19]([C:22]1[CH:31]=[C:30]2[C:25]([CH2:26][CH2:27][C:28](=[O:32])[NH:29]2)=[CH:24][C:23]=1[O:33][CH2:34][CH:35]=[CH2:36])[CH:20]=[CH2:21].[H-].[Na+].[H][H].C(Cl)C=C(C)C>CN(C)C=O.O>[CH2:34]([O:33][C:23]1[CH:24]=[C:25]2[C:30](=[CH:31][C:22]=1[CH:19]=[CH:20][CH3:21])[N:29]([CH2:2][CH:1]=[C:4]([CH3:13])[CH3:5])[C:28](=[O:32])[CH2:27][CH2:26]2)[CH:35]=[CH2:36] |f:2.3|. Starting materials: [H][H] (hydrogen), C(C=C)C1=C2CCC(NC2=CC=C1OCC=C)=O (5-allyl-6-allyloxy-3,4-dihydro-2(1H)-quinolinone), C(C=C)C1=C(C=C2CCC(NC2=C1)=O)OCC=C (7-allyl-6-allyloxy-3,4-dihydro-2(1H)-quinolinone), C(C=C(C)C)Cl (prenyl chloride), [H-].[Na+] (sodium hydride). Yields the product C(C=C)OC=1C=C2CCC(N(C2=CC1C=CC)CC=C(C)C)=O (6-allyloxy-3,4-dihydro-1-prenyl-7-(1-propenyl)-2(1H)-quinolinone).